Dataset: the Open Reaction Database (ORD), a public repository of structured organic reaction records. Task: describe an organic reaction: reactants, conditions, products, and yield Starting materials: [N+](=O)([O-])C1=CC(=CC=C1)[N+](=O)[O-] (1,3-dinitrobenzene), C(C)(C)(C)C1=C(C(=CC=C1)C(C)(C)C)O (2,6-di-t-butylphenol). Conditions: time 2 hour. Product: C(C)(C)(C)C1=C(C(=CC(=C1)C1=C(C=C(C=C1)[N+](=O)[O-])[N+](=O)[O-])C(C)(C)C)O (2,6-di-t-butyl-4-(2',4'-dinitrophenyl)phenol). Isolated yield 61.5%. As a reaction SMILES: [N+:1]([C:4]1[CH:9]=[CH:8][CH:7]=[C:6]([N+:10]([O-:12])=[O:11])[CH:5]=1)([O-:3])=[O:2].[C:13]([C:17]1[CH:22]=[CH:21][CH:20]=[C:19]([C:23]([CH3:26])([CH3:25])[CH3:24])[C:18]=1[OH:27])([CH3:16])([CH3:15])[CH3:14]>>[C:23]([C:19]1[CH:20]=[C:21]([C:7]2[CH:8]=[CH:9][C:4]([N+:1]([O-:3])=[O:2])=[CH:5][C:6]=2[N+:10]([O-:12])=[O:11])[CH:22]=[C:17]([C:13]([CH3:16])([CH3:15])[CH3:14])[C:18]=1[OH:27])([CH3:26])([CH3:25])[CH3:24]. Procedure: Example I was repeated except that 122 mg (0.73 mmol) of 1,3-dinitrobenzene and 100 mg (0.48 mmol) of 2,6-di-t-butylphenol were used, and the reaction was conducted for two hours. The process afforded 110 mg (61% yield) of crystalline 2,6-di-t-butyl-4-(2',4'-dinitrophenyl)phenol. Starting materials: C=O (formaldehyde), aqueous solution, CNC (dimethylamine), C(C)(C)(C)C1=CC=C(C(=C1O)C)C (6-tert.-butyl-2,3-dimethylphenol). Solvent: C1(=CC=CC=C1)C (toluene), CCOCC (ether). Product: C(C)(C)(C)C1=CC(=C(C(=C1O)C)C)CN(C)C (6-tert-butyl-2,3-dimethyl-4-(dimethylaminomethyl)phenol). RXN SMILES: [C:1]([C:5]1[C:10]([OH:11])=[C:9]([CH3:12])[C:8]([CH3:13])=[CH:7][CH:6]=1)([CH3:4])([CH3:3])[CH3:2].[CH3:14][NH:15][CH3:16].[CH2:17]=O>C1(C)C=CC=CC=1.CCOCC>[C:1]([C:5]1[C:10]([OH:11])=[C:9]([CH3:12])[C:8]([CH3:13])=[C:7]([CH2:14][N:15]([CH3:17])[CH3:16])[CH:6]=1)([CH3:4])([CH3:3])[CH3:2]. Reported procedure: To 142.4 grams of 6-tert.-butyl-2,3-dimethylphenol dissolved in 270 ml of toluene was added 144.4 grams of a 25% aqueous solution of dimethylamine at about room temperature. 65.7 grams of 36.5% aqueous formaldehyde was then added over a ten minute period to the reaction mixture initially at 15°, the temperature rising to 30° at the end of the addition. The reaction mixture was then warmed to 40° for 3 hours and finally heated at reflux (85°) for 2 hours. The reaction was diluted with about 1 lit...